Dataset: the Open Reaction Database (ORD), a public repository of structured organic reaction records. Task: describe an organic reaction: reactants, conditions, products, and yield The reactants are ClC1=CC=C(C=C1)C1=C(N=C(N=N1)NN)C (6-(4-chlorophenyl)-3-hydrazino-5-methyl-1,2,4-triazine), ICSC=1NCCN1 (2-iodomethylthio-2-imidazoline). Run in C(CCC)O (n-butanol). Product: ClC1=CC=C(C=C1)C1=C(N=C(N=N1)NNC=1NCCN1)C (6-(4-chlorophenyl)-3-[2-(2-imidazolin-2-yl)hydrazino]-5-methyl-1,2,4-triazine). The yield is 17.0%. Reaction SMILES: [Cl:1][C:2]1[CH:7]=[CH:6][C:5]([C:8]2[N:13]=[N:12][C:11]([NH:14][NH2:15])=[N:10][C:9]=2[CH3:16])=[CH:4][CH:3]=1.ICS[C:20]1[NH:21][CH2:22][CH2:23][N:24]=1>C(O)CCC>[Cl:1][C:2]1[CH:3]=[CH:4][C:5]([C:8]2[N:13]=[N:12][C:11]([NH:14][NH:15][C:20]3[NH:24][CH2:23][CH2:22][N:21]=3)=[N:10][C:9]=2[CH3:16])=[CH:6][CH:7]=1. Procedure details: A mixture of 6-(4-chlorophenyl)-3-hydrazino-5-methyl-1,2,4-triazine (7 g), 2-iodomethylthio-2-imidazoline (8.11 g) and n-butanol (50 ml) was refluxed for 3 hours with stirring. After cooling, the mixture was evaporated under reduced pressure and the residue was dissolved in 1N hydrochloric acid. The solution was washed with ethyl acetate and made alkaline with an aqueous solution of potassium carbonate. The resultant precipitates were collected by filtration, washed with water, dried and recryst...